From a dataset of the Open Reaction Database (ORD), a public repository of structured organic reaction records. describe an organic reaction: reactants, conditions, products, and yield The reactants are Cl.Cl.NC1=CC(=C(C(=O)NCC2CCNCC2)C=C1Cl)OC (4-Amino-5-chloro-2-methoxy-N-(piperidin-4-ylmethyl)benzamide dihydrochloride), BrCCCN1C(C=2C(C1=O)=CC=CC2)=O (N-(3-bromopropyl)phthalimide). Yields the product NC1=CC(=C(C(=O)NCC2CCN(CC2)CCCN2C(C3=CC=CC=C3C2=O)=O)C=C1Cl)OC (4-amino-5-chloro-N-(1-(3-(2,3-dihydro-1,3-dioxo-1 H-isoindol-2-yl)propyl)piperidin-4-ylmethyl)-2-methoxybenzamide). Isolated yield 53.2%. RXN SMILES: Cl.Cl.[NH2:3][C:4]1[C:19]([Cl:20])=[CH:18][C:7]([C:8]([NH:10][CH2:11][CH:12]2[CH2:17][CH2:16][NH:15][CH2:14][CH2:13]2)=[O:9])=[C:6]([O:21][CH3:22])[CH:5]=1.Br[CH2:24][CH2:25][CH2:26][N:27]1[C:31](=[O:32])[C:30]2=[CH:33][CH:34]=[CH:35][CH:36]=[C:29]2[C:28]1=[O:37]>>[NH2:3][C:4]1[C:19]([Cl:20])=[CH:18][C:7]([C:8]([NH:10][CH2:11][CH:12]2[CH2:13][CH2:14][N:15]([CH2:24][CH2:25][CH2:26][N:27]3[C:31](=[O:32])[C:30]4[C:29](=[CH:36][CH:35]=[CH:34][CH:33]=4)[C:28]3=[O:37])[CH2:16][CH2:17]2)=[O:9])=[C:6]([O:21][CH3:22])[CH:5]=1 |f:0.1.2|. Procedure details: 4-Amino-5-chloro-2-methoxy-N-(piperidin-4-ylmethyl)benzamide dihydrochloride (11.1 g) and N-(3-bromopropyl)phthalimide (8.0 g) were reacted and treated in the same manner as in Preparation Example 150 to give 7.7 g of 4-amino-5-chloro-N-(1-(3-(2,3-dihydro-1,3-dioxo-1 H-isoindol-2-yl)propyl)piperidin-4-ylmethyl)-2-methoxybenzamide. Yields the product COC(=O)c1ccc(CN2CCCC2CN(C)Cc2ccc(Oc3ccc(Br)cc3)cc2)cc1. Reaction SMILES: [Br:2][c:3]1[cH:4][cH:5][c:6]([O:7][c:8]2[cH:9][cH:10][c:11]([CH2:14][N:15]([CH2:16][CH:17]3[NH:18][CH2:19][CH2:20][CH2:21]3)[CH3:22])[cH:12][cH:13]2)[cH:23][cH:24]1.[C:46]([O:47][BH-:48]([O:49][C:50](=[O:51])[CH3:52])[O:53][C:54](=[O:55])[CH3:56])(=[O:57])[CH3:58].[C:60](=[O:61])([OH:62])[O-:63].[CH:25](=[O:26])[c:27]1[cH:28][cH:29][c:30]([C:31](=[O:32])[O:33][CH3:34])[cH:35][cH:36]1.[CH:37]([N:38]([CH:39]([CH3:40])[CH3:41])[CH2:42][CH3:43])([CH3:44])[CH3:45].[Cl:65][CH:66]([Cl:67])[CH3:68].[ClH:1].[Na+:59].[Na+:64]>>[Br:2][c:3]1[cH:4][cH:5][c:6]([O:7][c:8]2[cH:9][cH:10][c:11]([CH2:14][N:15]([CH2:16][CH:17]3[N:18]([CH2:25][c:27]4[cH:28][cH:29][c:30]([C:31](=[O:32])[O:33][CH3:34])[cH:35][cH:36]4)[CH2:19][CH2:20][CH2:21]3)[CH3:22])[cH:12][cH:13]2)[cH:23][cH:24]1. Reactants: CN(Cc1ccc(Oc2ccc(Br)cc2)cc1)CC1CCCN1, CC(=O)O[BH-](OC(C)=O)OC(C)=O, O=C([O-])O, COC(=O)c1ccc(C=O)cc1, CCN(C(C)C)C(C)C, CC(Cl)Cl, Cl, [Na+], [Na+]. The reactants are ClC1=NC=CC(=N1)C1=C(N=C(O1)C(C)(C)C)C=1C(=C(C=CC1)NS(=O)(=O)C1=C(C=CC=C1F)F)F (N-{3-[5-(2-chloro-4-pyrimidinyl)-2-(1,1-dimethylethyl)-1,3-oxazol-4-yl]-2-fluorophenyl}-2,6-difluorobenzenesulfonamide), [OH-].[NH4+] (ammonium hydroxide). The product is NC1=NC=CC(=N1)C1=C(N=C(O1)C(C)(C)C)C=1C(=C(C=CC1)NS(=O)(=O)C1=C(C=CC=C1F)F)F (N-{3-[5-(2-amino-4-pyrimidinyl)-2-(1,1-dimethylethyl)-1,3-oxazol-4-yl]-2-fluorophenyl}-2,6-difluorobenzenesulfonamide), solid. Yield: 33.0%. Reaction SMILES: Cl[C:2]1[N:7]=[C:6]([C:8]2[O:12][C:11]([C:13]([CH3:16])([CH3:15])[CH3:14])=[N:10][C:9]=2[C:17]2[C:18]([F:35])=[C:19]([NH:23][S:24]([C:27]3[C:32]([F:33])=[CH:31][CH:30]=[CH:29][C:28]=3[F:34])(=[O:26])=[O:25])[CH:20]=[CH:21][CH:22]=2)[CH:5]=[CH:4][N:3]=1.[OH-].[NH4+:37]>>[NH2:37][C:2]1[N:7]=[C:6]([C:8]2[O:12][C:11]([C:13]([CH3:16])([CH3:15])[CH3:14])=[N:10][C:9]=2[C:17]2[C:18]([F:35])=[C:19]([NH:23][S:24]([C:27]3[C:32]([F:33])=[CH:31][CH:30]=[CH:29][C:28]=3[F:34])(=[O:26])=[O:25])[CH:20]=[CH:21][CH:22]=2)[CH:5]=[CH:4][N:3]=1 |f:1.2|. Procedure details: Following a procedure analogous to the procedure described in Example 52, Step B using N-{3-[5-(2-chloro-4-pyrimidinyl)-2-(1,1-dimethylethyl)-1,3-oxazol-4-yl]-2-fluorophenyl}-2,6-difluorobenzenesulfonamide (94 mg, 0.179 mmol) and ammonium hydroxide (5 mL), the title compound was obtained as a white solid (30 mg, 33%). 1H-NMR (DMSO-d6): δ ppm 10.34 (br s, 1H), 8.18-8.19 (d, J=5.2 Hz, 1H), 7.65 (br s, 1H), 7.30-7.34 (t, J=7.4 Hz, 2H), 7.21-7.24 (m, 3H), 6.56 (br s, 2H), 6.45 (d, J=5.2 Hz, 1H), 1.4... The reactants are C(C)(C)(C)OC(=O)N1CCC(CC1)CNC1=CC(=NC=C1[N+](=O)[O-])NCC1=C(C=CC=C1)OC(F)(F)F (4-{[5-Nitro-2-(2-trifluoromethoxy-benzylamino)-pyridin-4-ylamino]-methyl}-piperidine-1-carboxylic acid tert-butyl ester), C(=O)(C(F)(F)F)O (TFA). Run in C(Cl)Cl (CH2Cl2). Reaction conditions: time 3 hour. Product: [N+](=O)([O-])C=1C(=CC(=NC1)NCC1=C(C=CC=C1)OC(F)(F)F)NCC1CCNCC1 (5-nitro-N4-piperidin-4-ylmethyl-N2-(2-trifluoromethoxy-benzyl)-pyridine-2,4-diamine). RXN SMILES: C(OC([N:8]1[CH2:13][CH2:12][CH:11]([CH2:14][NH:15][C:16]2[C:21]([N+:22]([O-:24])=[O:23])=[CH:20][N:19]=[C:18]([NH:25][CH2:26][C:27]3[CH:32]=[CH:31][CH:30]=[CH:29][C:28]=3[O:33][C:34]([F:37])([F:36])[F:35])[CH:17]=2)[CH2:10][CH2:9]1)=O)(C)(C)C.C(O)(C(F)(F)F)=O>C(Cl)Cl>[N+:22]([C:21]1[C:16]([NH:15][CH2:14][CH:11]2[CH2:12][CH2:13][NH:8][CH2:9][CH2:10]2)=[CH:17][C:18]([NH:25][CH2:26][C:27]2[CH:32]=[CH:31][CH:30]=[CH:29][C:28]=2[O:33][C:34]([F:37])([F:35])[F:36])=[N:19][CH:20]=1)([O-:24])=[O:23]. Procedure: 4-{[5-Nitro-2-(2-trifluoromethoxy-benzylamino)-pyridin-4-ylamino]-methyl}-piperidine-1-carboxylic acid tert-butyl ester (91 mg, 0.17 mmol) was dissolved in CH2Cl2 (2.5 mL). TFA (2.5 mL) was added and the reaction was stirred for 3 h. The volatiles were removed and the resultant residue was redissolved in EtOAc and poured into 10% aqueous NaHCO3. The aqueous phase was separated and extracted two more times with EtOAc. The organic layers were combined, dried (Na2SO4), decanted and concentrated. Th... Reactants: BrC=1C(=CC(=C(C1)C(CC1=CC=C(C=C1)O)=O)O)OC (1-(5-bromo-2-hydroxy-4-methoxy-phenyl)-2-(4-hydroxy-phenyl)-ethanone), FC(C1=CC=C(C=C1)CC(=O)O)(F)F (4-trifluoromethylphenylacetic acid), C(=O)(C=1NC=CN1)C=1NC=CN1 (carbonyl diimidazole), N,N-dimethylaminopyridine, C([O-])([O-])=O.[K+].[K+] (potassium carbonate). The solvent is CN(C)C=O (DMF), O (water). Reaction conditions: temperature 80 celsius. The product is BrC=1C=C2C(=C(C(OC2=CC1OC)=O)C1=CC=C(C=C1)C(F)(F)F)CC1=CC=C(C=C1)O (6-Bromo-4-(4-hydroxy-benzyl)-7-methoxy-3-(4-trifluoromethyl-phenyl)-chromen-2-one). Yield: 85.4%. Reaction SMILES: [Br:1][C:2]1[C:3]([O:19][CH3:20])=[CH:4][C:5]([OH:18])=[C:6]([C:8](=O)[CH2:9][C:10]2[CH:15]=[CH:14][C:13]([OH:16])=[CH:12][CH:11]=2)[CH:7]=1.[F:21][C:22]([F:34])([F:33])[C:23]1[CH:28]=[CH:27][C:26]([CH2:29][C:30](O)=[O:31])=[CH:25][CH:24]=1.C(C1NC=CN=1)(C1NC=CN=1)=O.C(=O)([O-])[O-].[K+].[K+]>CN(C=O)C.O>[Br:1][C:2]1[CH:7]=[C:6]2[C:5](=[CH:4][C:3]=1[O:19][CH3:20])[O:18][C:30](=[O:31])[C:29]([C:26]1[CH:25]=[CH:24][C:23]([C:22]([F:21])([F:33])[F:34])=[CH:28][CH:27]=1)=[C:8]2[CH2:9][C:10]1[CH:15]=[CH:14][C:13]([OH:16])=[CH:12][CH:11]=1 |f:3.4.5|. Reported procedure: A mixture of 1-(5-bromo-2-hydroxy-4-methoxy-phenyl)-2-(4-hydroxy-phenyl)-ethanone (0.64 g, 1.9 mmol), 4-trifluoromethylphenylacetic acid (0.78 g, 3.8 mmol), carbonyl diimidazole (0.62 g, 3.8 mmol), N,N-dimethylaminopyridine (0.12 g, 1.0 mmol), and potassium carbonate (0.52 g, 3.8 mmol) in DMF (15 mL) was heated within an 80° C. oil bath overnight. The cooled reaction mixture was poured into water and extracted with EtOAc. Organic extracts were combined and washed with water and saturated sodium ... The reactants are FC1=C(C=CC(=C1)I)NC1=C(C(=O)O)C=CN=C1 (3-[(2-fluoro-4-iodophenyl)amino]isonicotinic acid), FC1=C(C=CC(=C1)I)NC1=C(C(=O)O)C=CN=C1 (3-[(2-fluoro-4-iodophenyl)amino]isonicotinic acid), FC=1C=C(CN)C=C(C1)C(F)(F)F (3-fluoro-5-trifluoromethyl-benzylamine). Product: FC1=C(C=CC(=C1)I)NC1=C(C(=O)NCC2=CC(=CC(=C2)C(F)(F)F)F)C=CN=C1 (3-[(2-fluoro-4-iodophenyl)amino]-N-[3-fluoro-5-(trifluoromethyl)benzyl]isonicotinamide). As a reaction SMILES: [F:1][C:2]1[CH:7]=[C:6]([I:8])[CH:5]=[CH:4][C:3]=1[NH:9][C:10]1[CH:18]=[N:17][CH:16]=[CH:15][C:11]=1[C:12]([OH:14])=O.[F:19][C:20]1[CH:21]=[C:22]([CH:25]=[C:26]([C:28]([F:31])([F:30])[F:29])[CH:27]=1)[CH2:23][NH2:24]>>[F:1][C:2]1[CH:7]=[C:6]([I:8])[CH:5]=[CH:4][C:3]=1[NH:9][C:10]1[CH:18]=[N:17][CH:16]=[CH:15][C:11]=1[C:12]([NH:24][CH2:23][C:22]1[CH:25]=[C:26]([C:28]([F:29])([F:30])[F:31])[CH:27]=[C:20]([F:19])[CH:21]=1)=[O:14]. Procedure: 3-[(2-fluoro-4-iodophenyl)amino]-N-[3-fluoro-5-(trifluoromethyl)benzyl]isonicotinamide was synthesized according to the procedure for General Method 1, outlined above, starting with 0.25 mmol of 3-[(2-fluoro-4-iodophenyl)amino]isonicotinic acid (intermediate 1) and 0.37 mmol of 3-fluoro-5-trifluoromethyl-benzylamine. LC/MS [6.51 min; 534 (M+1)] The reactants are P(=O)(Cl)(Cl)Cl (phosphorus oxychloride), C(C)C=1N=C(NC(C1C(C(=O)OC)CCC)=O)N1CCCCC1 (methyl 2-(4-ethyl-6-oxo-2-(piperidin-1-yl)-1,6-dihydropyrimidin-5-yl)pentanoate), CN(C1=CC=CC=C1)C (dimethylaniline). Solvent: C1(=CC=CC=C1)C (toluene). Yields the product ClC1=NC(=NC(=C1C(C(=O)OC)CCC)CC)N1CCCCC1 (methyl 2-(4-chloro-6-ethyl-2-(piperidin-1-yl)pyrimidin-5-yl)pentanoate). RXN SMILES: [CH2:1]([C:3]1[N:4]=[C:5]([N:18]2[CH2:23][CH2:22][CH2:21][CH2:20][CH2:19]2)[NH:6][C:7](=O)[C:8]=1[CH:9]([CH2:14][CH2:15][CH3:16])[C:10]([O:12][CH3:13])=[O:11])[CH3:2].P(Cl)(Cl)([Cl:26])=O.CN(C)C1C=CC=CC=1>C1(C)C=CC=CC=1>[Cl:26][C:7]1[C:8]([CH:9]([CH2:14][CH2:15][CH3:16])[C:10]([O:12][CH3:13])=[O:11])=[C:3]([CH2:1][CH3:2])[N:4]=[C:5]([N:18]2[CH2:23][CH2:22][CH2:21][CH2:20][CH2:19]2)[N:6]=1. Procedure: To a suspension of methyl 2-(4-ethyl-6-oxo-2-(piperidin-1-yl)-1,6-dihydropyrimidin-5-yl)pentanoate (2.53 g; 7.86 mmol) in dry toluene (15 mL) under nitrogen atmosphere were 5carefully added phosphorus oxychloride (7.30 mL; 79 mmol) and dimethylaniline (0.794 mL; 6.29 mmol) and the reaction mixture was heated under reflux for 3 h. The volatiles were removed under reduced pressure (while the reaction mixture was still at elevated temperature), the residue was cooled in an ice-bath and quenched by ...